This data is from the Open Reaction Database (ORD), a public repository of structured organic reaction records. The task is: describe an organic reaction: reactants, conditions, products, and yield Reactants: C(C)(=O)OC[C@]1([C@H]([C@H](C(OC(C)=O)O1)OC(C)=O)OCC1=CC=CC=C1)COCC1=CC=CC=C1 (4-C-(Acetoxymethyl)-1,2-di-O-acetyl-3,5-di-O-benzyl-D-ribofuranose), C(C1=CC=CC=C1)(=O)NC1=NC(NC=C1)=O (4-N-benzoylcytosine), C/C(=N\[Si](C)(C)C)/O[Si](C)(C)C (N,O-bis(trimethylsilyl)acetamide), O(S(=O)(=O)C(F)(F)F)[Si](C)(C)C (Trimethylsilyl triflate), C(O)([O-])=O.[Na+] (sodium hydrogencarbonate). The solvent is [Cl-].[Na+].O (brine). Reaction conditions: time 1 hour. Product: C(C)(=O)O[C@H]1[C@@H](O[C@@]([C@H]1OCC1=CC=CC=C1)(COCC1=CC=CC=C1)COC(C)=O)N1C(=O)N=C(NC(C2=CC=CC=C2)=O)C=C1 (1-(2-O-Acetyl-4-C-acetoxymethyl-3,5-di-O-benzyl-β-D-ribofuranosyl)-4-N-benzoyl-cytosine), material. Yield: 74.0%. Reaction SMILES: [C:1]([O:4][CH2:5][C@:6]1([CH2:27][O:28][CH2:29][C:30]2[CH:35]=[CH:34][CH:33]=[CH:32][CH:31]=2)[O:14][CH:9](OC(=O)C)[C@H:8]([O:15][C:16](=[O:18])[CH3:17])[C@@H:7]1[O:19][CH2:20][C:21]1[CH:26]=[CH:25][CH:24]=[CH:23][CH:22]=1)(=[O:3])[CH3:2].[C:36]([NH:44][C:45]1[CH:50]=[CH:49][NH:48][C:47](=[O:51])[N:46]=1)(=[O:43])[C:37]1[CH:42]=[CH:41][CH:40]=[CH:39][CH:38]=1.C/C(/O[Si](C)(C)C)=N\[Si](C)(C)C.O([Si](C)(C)C)S(C(F)(F)F)(=O)=O.C(=O)([O-])O.[Na+]>[Cl-].[Na+].O>[C:16]([O:15][C@@H:8]1[C@H:7]([O:19][CH2:20][C:21]2[CH:22]=[CH:23][CH:24]=[CH:25][CH:26]=2)[C@@:6]([CH2:5][O:4][C:1](=[O:3])[CH3:2])([CH2:27][O:28][CH2:29][C:30]2[CH:31]=[CH:32][CH:33]=[CH:34][CH:35]=2)[O:14][C@H:9]1[N:48]1[CH:49]=[CH:50][C:45]([NH:44][C:36](=[O:43])[C:37]2[CH:42]=[CH:41][CH:40]=[CH:39][CH:38]=2)=[N:46][C:47]1=[O:51])(=[O:18])[CH3:17] |f:4.5,6.7.8|. Procedure: To a stirred solution of the anomeric mixture 33 (4.0 g, 8.22 mmol) and 4-N-benzoylcytosine (2.79 g, 13.0 mmol) was added N,O-bis(trimethylsilyl)acetamide (8.16 cm3, 33.0 mmol). The reaction mixture was stirred for 1 h at room temperature and cooled to 0° C. Trimethylsilyl triflate (3.0 cm3, 16.2 mmol) was added dropwise and the mixture was stirred at 60° C. for 2 h. Saturated aqueous solutions of sodium hydrogencarbonate (3×20 cm3) and brine (2×20 cm3) were successively added, and the separated... The reactants are O (water), FC1=CC=C(C#N)C=C1 (4-Fluorobenzonitrile), N1N=CC=C1 (pyrazole), C([O-])([O-])=O.[K+].[K+] (potassium carbonate). The solvent is CN(C)C=O (DMF). Run at temperature 25 celsius, time 15 minute. Product: N1(N=CC=C1)C1=CC=C(C#N)C=C1 (4-(1H-pyrazol-1-yl)-benzonitrile). The yield is 86.0%. Reaction SMILES: F[C:2]1[CH:9]=[CH:8][C:5]([C:6]#[N:7])=[CH:4][CH:3]=1.[NH:10]1[CH:14]=[CH:13][CH:12]=[N:11]1.C(=O)([O-])[O-].[K+].[K+].O>CN(C=O)C>[N:10]1([C:2]2[CH:9]=[CH:8][C:5]([C:6]#[N:7])=[CH:4][CH:3]=2)[CH:14]=[CH:13][CH:12]=[N:11]1 |f:2.3.4|. Procedure: 4-Fluorobenzonitrile (204.2 g), pyrazole (138.6 g, 1.22 eq) and potassium carbonate (281.5 g, 1.22 eq) in DMF (1110 ml) were heated at 120° C. for 7 hours. The suspension was cooled to 25° C. and water (2920 ml) added. The reaction was extracted with MTBE (3×1460 ml) and the combined extracts were washed with water (3×1460 ml) and saturated aqueous sodium chloride (1460 ml). The organic phase was concentrated at atmospheric pressure until the pot temperature rose to 65° C. Heptane (1700 ml) was ... The reactants are C(=O)(OC(C)(C)C)N1[C@H](CO)CCC1 (BOC-(L)-prolinol), water ice, N1(CCCC1)C1=NC(=CC(=N1)N1CCNCC1)N1CCCC1 (N-[2,6-bis(pyrrolidin-1-yl)pyrimidin-4-yl]piperazine), aqueous saturated solution, P(=O)(O)(O)[O-].[Na+] (sodium dihydrogen phosphate), C(=O)(N1C=NC=C1)N1C=NC=C1 (carbonyldiimidazole). Run in C1CCOC1 (THF). Reaction conditions: time 3 hour. Product: C(C)(C)(C)OC(=O)N1C(CCC1)COC(=O)N1CCN(CC1)C1=NC(=NC(=C1)N1CCCC1)N1CCCC1 ((-)-N'-[(1-(tertbutoxycarbonyl) pyrrolidin-2-yl) methyloxycarbonyl]-N-[2,6-bis(pyrrolidin -1-yl)pyrimidin -4 -yl]piperazine). The yield is 69.8%. As a reaction SMILES: [C:1]([N:8]1[CH2:14][CH2:13][CH2:12][C@H:9]1[CH2:10][OH:11])([O:3][C:4]([CH3:7])([CH3:6])[CH3:5])=[O:2].[C:15](N1C=CN=C1)(N1C=CN=C1)=[O:16].[N:27]1([C:32]2[N:37]=[C:36]([N:38]3[CH2:43][CH2:42][NH:41][CH2:40][CH2:39]3)[CH:35]=[C:34]([N:44]3[CH2:48][CH2:47][CH2:46][CH2:45]3)[N:33]=2)[CH2:31][CH2:30][CH2:29][CH2:28]1.P([O-])(O)(O)=O.[Na+]>C1COCC1>[C:4]([O:3][C:1]([N:8]1[CH2:14][CH2:13][CH2:12][CH:9]1[CH2:10][O:11][C:15]([N:41]1[CH2:42][CH2:43][N:38]([C:36]2[CH:35]=[C:34]([N:44]3[CH2:45][CH2:46][CH2:47][CH2:48]3)[N:33]=[C:32]([N:27]3[CH2:31][CH2:30][CH2:29][CH2:28]3)[N:37]=2)[CH2:39][CH2:40]1)=[O:16])=[O:2])([CH3:7])([CH3:6])[CH3:5] |f:3.4|. Reported procedure: A solution of 3 g of BOC-(L)-prolinol in 100 ml of anhydrous THF, cooled at 0° C. with water/ice, under stirring and inert gas atmosphere, is added with 2.9 g of carbonyldiimidazole in portions, then the reaction mixture is warmed to room temperature and stirring is continued for 3 hours. Said solution is added with 4.5 g of N-[2,6-bis(pyrrolidin-1-yl)pyrimidin-4-yl]piperazine in portions and stirring is continued for 18 hours. The reaction mixture is added with 400 ml of an aqueous saturated so... Reactants: C(C)(C)(C)O[C@H](C(=O)OC)C=1C(=CC=2N(C1N1CCC(CC1)(OCC=C)C)C=C(N2)C2=CC(=CC=C2)C2=C(C=C(C=C2O[C@@H](C)CC=C)C)F)C (methyl(2S)-2-(tert-butoxy)-2-[2-(3-{2-fluoro-4-methyl-6-[(2S)-pent-4-en-2-yloxy]phenyl}phenyl)-7-methyl-5-[4-methyl-4-(prop-2-en-1-yloxy)piperidin-1-yl]imidazo[1,2-a]pyridin-6-yl]acetate), C(C)(C)(C)O[C@H](C(=O)OCC)C1=C2N3CCC(OCC=CC[C@@H](OC=4C=C(C=CC4C4=CC=CC(C5=CN2C(C=C1C)=N5)=C4)F)C)(CC3)C (ethyl(2S)-2-(tert-butoxy)-2-[(22S)-18-fluoro-4,22,28-trimethyl-21,27-dioxa-1,7,34-triazahexacyclo[26.2.2.16,9.110,14.02,7.015,20]tetratriaconta-2,4,6(34),8,10(33),11,13,15(20),16,18,24-undecaen-3-yl]acetate). Product: C(C)(C)(C)O[C@H](C(=O)OC)C1=C2N3CCC(OCC=CC[C@@H](OC=4C=C(C=C(C4C4=CC=CC(C5=CN2C(C=C1C)=N5)=C4)F)C)C)(CC3)C (Methyl(2S)-2-(tert-butoxy)-2-[(22S)-16-fluoro-4,18,22,28-tetramethyl-21,27-dioxa-1,7,34-triazahexacyclo[26.2.2.16,9.110,14.02,7.015,20]tetratriaconta-2,4,6(34),8,10(33),11,13,15(20),16,18,24-undecaen-3-yl]acetate). Isolated yield 70.0%. Reaction SMILES: [C:1]([O:5][C@@H:6]([C:11]1[C:12]([CH3:51])=[CH:13][C:14]2[N:15]([CH:28]=[C:29]([C:31]3[CH:36]=[CH:35][CH:34]=[C:33]([C:37]4[C:42]([O:43][C@H:44]([CH2:46][CH:47]=C)[CH3:45])=[CH:41][C:40]([CH3:49])=[CH:39][C:38]=4[F:50])[CH:32]=3)[N:30]=2)[C:16]=1[N:17]1[CH2:22][CH2:21][C:20]([CH3:27])([O:23][CH2:24][CH:25]=C)[CH2:19][CH2:18]1)[C:7]([O:9][CH3:10])=[O:8])([CH3:4])([CH3:3])[CH3:2].C(O[C@@H](C1C(C)=CC2=NC3=CN2C=1N1CCC(C)(OCC=CC[C@H](C)OC2C=C(F)C=CC=2C2C=C3C=CC=2)CC1)C(OCC)=O)(C)(C)C>>[C:1]([O:5][C@@H:6]([C:11]1[C:12]([CH3:51])=[CH:13][C:14]2=[N:30][C:29]3=[CH:28][N:15]2[C:16]=1[N:17]1[CH2:18][CH2:19][C:20]([CH3:27])([O:23][CH2:24][CH:25]=[CH:47][CH2:46][C@H:44]([CH3:45])[O:43][C:42]2[CH:41]=[C:40]([CH3:49])[CH:39]=[C:38]([F:50])[C:37]=2[C:33]2[CH:32]=[C:31]3[CH:36]=[CH:35][CH:34]=2)[CH2:21][CH2:22]1)[C:7]([O:9][CH3:10])=[O:8])([CH3:4])([CH3:2])[CH3:3]. Procedure: Prepared in 70% yield from methyl(2S)-2-(tert-butoxy)-2-[2-(3-{2-fluoro-4-methyl-6-[(2S)-pent-4-en-2-yloxy]phenyl}phenyl)-7-methyl-5-[4-methyl-4-(prop-2-en-1-yloxy)piperidin-1-yl]imidazo[1,2-a]pyridin-6-yl]acetate following the procedure for ethyl(2S)-2-(tert-butoxy)-2-[(22S)-18-fluoro-4,22,28-trimethyl-21,27-dioxa-1,7,34-triazahexacyclo[26.2.2.16,9.110,14.02,7.015,20]tetratriaconta-2,4,6(34),8,10(33),11,13,15(20),16,18,24-undecaen-3-yl]acetate. LCMS (ESI, M+1): 670.25.